This data is from the Open Reaction Database (ORD), a public repository of structured organic reaction records. The task is: describe an organic reaction: reactants, conditions, products, and yield Starting materials: BrC1=CC2=C(S1)C(CC2C2=CC=C(C=C2)Cl)=O (2-bromo-4-(4-chlorophenyl)-4,5-dihydro-6H-cyclopenta[b]thiophen-6-one), N1=CC=C(C=C1)B(O)O (pyridine-4-boronic acid), O1CCOCC1 (1,4-dioxane), O (water), C([O-])([O-])=O.[Cs+].[Cs+] (Cesium carbonate). Reagents/catalysts: C1=CC=C(C=C1)P([C-]2C=CC=C2)C3=CC=CC=C3.C1=CC=C(C=C1)P([C-]2C=CC=C2)C3=CC=CC=C3.Cl[Pd]Cl.[Fe+2] ([1,1′-bis(diphenylphosphino)ferrocene]palladium(II)dichloride). Reaction conditions: temperature 90 celsius, time 18 hour. Product: ClC1=CC=C(C=C1)C1CC(C=2SC(=CC21)C2=CC=NC=C2)=O (4-(4-chlorophenyl)-2-(pyridin-4-yl)-4H-cyclopenta[b]thiophen-6(5H)-one). Isolated yield 88.5%. RXN SMILES: Br[C:2]1[S:6][C:5]2[C:7](=[O:17])[CH2:8][CH:9]([C:10]3[CH:15]=[CH:14][C:13]([Cl:16])=[CH:12][CH:11]=3)[C:4]=2[CH:3]=1.[N:18]1[CH:23]=[CH:22][C:21](B(O)O)=[CH:20][CH:19]=1.O1CCOCC1.O.C(=O)([O-])[O-].[Cs+].[Cs+]>C1C=CC(P(C2C=CC=CC=2)[C-]2C=CC=C2)=CC=1.C1C=CC(P(C2C=CC=CC=2)[C-]2C=CC=C2)=CC=1.Cl[Pd]Cl.[Fe+2]>[Cl:16][C:13]1[CH:14]=[CH:15][C:10]([CH:9]2[C:4]3[CH:3]=[C:2]([C:21]4[CH:22]=[CH:23][N:18]=[CH:19][CH:20]=4)[S:6][C:5]=3[C:7](=[O:17])[CH2:8]2)=[CH:11][CH:12]=1 |f:4.5.6,7.8.9.10|. Procedure: To a 40 mL vial was added a solution of 2-bromo-4-(4-chlorophenyl)-4,5-dihydro-6H-cyclopenta[b]thiophen-6-one (0.150 g, 0.458 mmol) and pyridine-4-boronic acid (0.105 g, 0.855 mmol) in a solution of 1,4-dioxane (8.000 mL, 102.5 mmol) and water (0.800 mL, 44.4 mmol). Cesium carbonate (0.448 g, 1.374 mmol) was added followed by [1,1′-bis(diphenylphosphino)ferrocene]palladium(II)dichloride (0.045 g, 0.055 mmol). The reaction mixture was heated to 90° C. and allowed to stir for 18 h. The reaction wa... The reactants are C1CCOC1, O=C(Cl)Oc1ccccc1, [K+], [K+], O=C([O-])[O-], Cc1ccc(-n2nc(C(F)(F)F)cc2N)cc1. The product is Cc1ccc(-n2nc(C(F)(F)F)cc2NC(=O)Oc2ccccc2)cc1. As a reaction SMILES: [CH2:34]1[O:35][CH2:36][CH2:37][CH2:38]1.[Cl:24][C:25](=[O:26])[O:27][c:28]1[cH:29][cH:30][cH:31][cH:32][cH:33]1.[K+:18].[K+:19].[O-:20][C:21]([O-:22])=[O:23].[c:1]1([CH3:17])[cH:2][cH:3][c:4](-[n:7]2[n:8][c:9]([C:13]([F:14])([F:15])[F:16])[cH:10][c:11]2[NH2:12])[cH:5][cH:6]1>>[c:1]1([CH3:17])[cH:2][cH:3][c:4](-[n:7]2[n:8][c:9]([C:13]([F:14])([F:15])[F:16])[cH:10][c:11]2[NH:12][C:25](=[O:26])[O:27][c:28]2[cH:29][cH:30][cH:31][cH:32][cH:33]2)[cH:5][cH:6]1. The reactants are C(C)(C)N(C(C)C)CC (N,N-diisopropylethylamine), ICC(=O)OCC (ethyl iodoacetate), ClC=1C=C(C=CC1Cl)C(C(=O)Cl)CC=C (2-(3,4-dichlorophenyl)pent-4-enoyl chloride), N1(CCOCC1)C(CC#N)=S (3-morpholin-4-yl-3-thioxopropanenitrile), C(C)(C)N(C(C)C)CC (N,N-diisopropylethylamine). Run in C(C)#N (acetonitrile). Run at time 1 hour. The product is C(#N)C=1C(=C(SC1N1CCOCC1)C(=O)OCC)C(CC=C)C1=CC(=C(C=C1)Cl)Cl (ethyl 4-cyano-3-[1-(3,4-dichlorophenyl)but-3-en-1-yl]-5-(morpholin-4-yl)thiophene-2-carboxylate). The yield is 15.9%. Reaction SMILES: [Cl:1][C:2]1[CH:3]=[C:4]([CH:9]([CH2:13][CH:14]=[CH2:15])[C:10](Cl)=O)[CH:5]=[CH:6][C:7]=1[Cl:8].[N:16]1([C:22](=[S:26])[CH2:23][C:24]#[N:25])[CH2:21][CH2:20][O:19][CH2:18][CH2:17]1.C(N(CC)C(C)C)(C)C.I[CH2:37][C:38]([O:40][CH2:41][CH3:42])=[O:39]>C(#N)C>[C:24]([C:23]1[C:10]([CH:9]([C:4]2[CH:5]=[CH:6][C:7]([Cl:8])=[C:2]([Cl:1])[CH:3]=2)[CH2:13][CH:14]=[CH2:15])=[C:37]([C:38]([O:40][CH2:41][CH3:42])=[O:39])[S:26][C:22]=1[N:16]1[CH2:21][CH2:20][O:19][CH2:18][CH2:17]1)#[N:25]. Procedure: To a solution of 2-(3,4-dichlorophenyl)pent-4-enoyl chloride (2.51 g, 9.53 mmol) and 3-morpholin-4-yl-3-thioxopropanenitrile (1.62 g, 9.53 mmol) in acetonitrile (40.0 mL) in a 100 mL round bottom flask was added N,N-diisopropylethylamine (1.82 mL, 10.5 mmol), and the resulting deep orange/red solution was stirred at room temp for 1 hr. To the resulting mixture was added N,N-diisopropylethylamine (4.15 mL, 23.8 mmol) and then ethyl iodoacetate (1.24 mL, 10.5 mmol). The flask was fitted with a ref...